This data is from the Open Reaction Database (ORD), a public repository of structured organic reaction records. The task is: describe an organic reaction: reactants, conditions, products, and yield Starting materials: [OH-].[Na+] (sodium hydroxide), C(C)(=O)[O-].[Pb+2].C(C)(=O)[O-] (lead acetate), F[B-](F)(F)F.CC(C)(C)C1=[Se+]C(=CC(=C1)C)C(C)(C)C (2,6-bis(1,1-dimethylethyl)-4-methyl-selenopyrylium tetrafluoroborate), ClC=1C(C(C1Cl)(Cl)Cl)=O (2,3,4,4-tetrachlorocyclobut-2-en-1-one). The product is CC(C)(C)C=1[Se]C(=CC(C1)=CC1=C(C(C1(Cl)Cl)=O)Cl)C(C)(C)C (3-[2,6-bis(1,1-dimethylethyl)-(4H-selenopyran-4-ylidene)methyl]-2,4,4-trichloro-cyclobut-2-en-1-one). Procedure: A 500 mL three-necked round-bottom flask was equipped with a magnetic stirrer, a dropping funnel with a pressure-equalizing side arm, a condenser with a dry nitrogen gas inlet tube and an outlet attached to a succession of scrubbers containing 10% aqueous sodium hydroxide and 10% aqueous lead acetate. Into this flask were placed 2,6-bis(1,1-dimethylethyl)-4-methyl-selenopyrylium tetrafluoroborate (3.0 g, 8.4 mmole, prepared as in Example 4 above, 2,3,4,4-tetrachlorocyclobut-2-en-1-one (1.7 g, 8.... RXN SMILES: [OH-].[Na+].C([O-])(=O)C.[Pb+2].C([O-])(=O)C.F[B-](F)(F)F.[CH3:17][C:18]([C:21]1[CH:26]=[C:25]([CH3:27])[CH:24]=[C:23]([C:28]([CH3:31])([CH3:30])[CH3:29])[Se+:22]=1)([CH3:20])[CH3:19].[Cl:32][C:33]1[C:34](=[O:40])[C:35]([Cl:39])([Cl:38])[C:36]=1Cl>ClCCl.C(N(CC)CC)C>[CH3:20][C:18]([C:21]1[Se:22][C:23]([C:28]([CH3:31])([CH3:30])[CH3:29])=[CH:24][C:25](=[CH:27][C:36]2[C:35]([Cl:39])([Cl:38])[C:34](=[O:40])[C:33]=2[Cl:32])[CH:26]=1)([CH3:17])[CH3:19] |f:0.1,2.3.4,5.6|. Solvent: C(C)N(CC)CC (triethylamine), ClCCl (dichloromethane), ClCCl (dichloromethane), C(C)N(CC)CC (triethylamine). Isolated yield 60.0%. Starting materials: O (water), crude product, C(C)(C)(C)N1N=CC(=C(C1=O)C)S (2-t-butyl-5-mercapto-4-methyl-3(2H)-pyridazinone), C(C)C(C1=CC=C(C=C1)C(C)(C)C)Cl (α-ethyl-p-t-butylbenzyl chloride), C([O-])([O-])=O.[Na+].[Na+] (sodium carbonate). Run in CN(C=O)C (N,N-dimethylformamide), C(C)(=O)OCC (ethyl acetate), C1=CC=CC=C1 (benzene). The product is C(C)(C)(C)N1N=CC(=C(C1=O)C)SC(C1=CC=C(C=C1)C(C)(C)C)CC (2-t-butyl-5-(α-ethyl-p-t-butylbenzylthio)-4-methyl-3(2H)-pyridazinone). The yield is 53.7%. RXN SMILES: [C:1]([N:5]1[C:10](=[O:11])[C:9]([CH3:12])=[C:8]([SH:13])[CH:7]=[N:6]1)([CH3:4])([CH3:3])[CH3:2].[CH2:14]([CH:16](Cl)[C:17]1[CH:22]=[CH:21][C:20]([C:23]([CH3:26])([CH3:25])[CH3:24])=[CH:19][CH:18]=1)[CH3:15].C(=O)([O-])[O-].[Na+].[Na+].O>CN(C)C=O.C(OCC)(=O)C.C1C=CC=CC=1>[C:1]([N:5]1[C:10](=[O:11])[C:9]([CH3:12])=[C:8]([S:13][CH:16]([CH2:14][CH3:15])[C:17]2[CH:22]=[CH:21][C:20]([C:23]([CH3:26])([CH3:25])[CH3:24])=[CH:19][CH:18]=2)[CH:7]=[N:6]1)([CH3:4])([CH3:2])[CH3:3] |f:2.3.4|. Procedure details: To a solution of 0.8 g (0.004 mol) of 2-t-butyl-5-mercapto-4-methyl-3(2H)-pyridazinone and 0.84 g (0.004 mol) of α-ethyl-p-t-butylbenzyl chloride dissolved in 20 ml of N,N-dimethylformamide was added 1.0 g (0.01 mol) of sodium carbonate at room temperature under stirring. After addition, the resulting mixture was stirred at 70°~80° C. for four hours. After allowed to cool, the reaction mixture was poured into 200 ml of water and then extracted with 100 ml of benzene. The resulting benzene layer ...